From a dataset of the Open Reaction Database (ORD), a public repository of structured organic reaction records. describe an organic reaction: reactants, conditions, products, and yield The reactants are BrC1=C(C=C(C=C1)C1=CC(=NN1C=1C=CC(=NC1)S(=O)(=O)N)C(F)(F)F)C(F)(F)F (5-{5-[4-bromo-3-(trifluoromethyl)phenyl]-3-(trifluoromethyl)-1H-pyrazol-1-yl}-2-pyridinesulfonamide), BrC1=CC=C(C=C1)C1=C(C(=NN1C=1C=CC(=NC1)S(=O)(=O)N)C(F)(F)F)Cl (5-[5-(4-bromophenyl)-4-chloro-3-(trifluoromethyl)-1H-pyrazol-1-yl]-2-pyridinesulfonamide). Product: S1C=NC(=C1)C1=C(C=C(C=C1)C1=CC(=NN1C=1C=CC(=NC1)S(=O)(=O)N)C(F)(F)F)C(F)(F)F (5-{5-[4-(1,3-Thiazol-4-yl)-3-(trifluoromethyl)phenyl]-3-(trifluoromethyl)-1H-pyrazol-1-yl}-2-pyridinesulfonamide). RXN SMILES: BrC1C=CC(C2N([C:13]3C=C[C:16]([S:19](N)(=O)=O)=[N:17][CH:18]=3)N=C(C(F)(F)F)C=2)=CC=1C(F)(F)F.Br[C:32]1[CH:37]=[CH:36][C:35]([C:38]2[N:42]([C:43]3[CH:44]=[CH:45][C:46]([S:49]([NH2:52])(=[O:51])=[O:50])=[N:47][CH:48]=3)[N:41]=[C:40]([C:53]([F:56])([F:55])[F:54])[C:39]=2Cl)=[CH:34][CH:33]=1>>[S:19]1[CH:13]=[C:18]([C:32]2[CH:33]=[CH:34][C:35]([C:38]3[N:42]([C:43]4[CH:44]=[CH:45][C:46]([S:49]([NH2:52])(=[O:50])=[O:51])=[N:47][CH:48]=4)[N:41]=[C:40]([C:53]([F:56])([F:55])[F:54])[CH:39]=3)=[CH:36][C:37]=2[C:53]([F:56])([F:55])[F:54])[N:17]=[CH:16]1. Procedure: The title compound was prepared according to the procedure of step 3, 4 in the example 4 using 5-{5-[4-bromo-3-(trifluoromethyl)phenyl]-3-(trifluoromethyl)-1H-pyrazol-1-yl}-2-pyridinesulfonamide, instead of 5-[5-(4-bromophenyl)-4-chloro-3-(trifluoromethyl)-1H-pyrazol-1-yl]-2-pyridinesulfonamide. Reactants: Oc1ccc2nc(NC3CCCCC3O)sc2c1Br, O=C([O-])[O-], [Na+], [Na+], CN(C)C=O. Yields the product Cc1c(O)ccc2nc(NC3CCCCC3O)sc12. Reaction SMILES: [Br:1][c:2]1[c:3]([OH:19])[cH:4][cH:5][c:6]2[n:7][c:8]([NH:11][CH:12]3[CH:13]([OH:18])[CH2:14][CH2:15][CH2:16][CH2:17]3)[s:9][c:10]12.[C:20](=[O:21])([O-:22])[O-:23].[Na+:24].[Na+:25].[O:26]=[CH:27][N:28]([CH3:29])[CH3:30]>>[c:2]1([CH3:20])[c:3]([OH:19])[cH:4][cH:5][c:6]2[n:7][c:8]([NH:11][CH:12]3[CH:13]([OH:18])[CH2:14][CH2:15][CH2:16][CH2:17]3)[s:9][c:10]12. Starting materials: N1=CC=C(C=C1)C1=C2CC(NC2=CC=C1)=O (4-Pyridin-4-yl-1,3-dihydroindol-2-one), N1(CCOCC1)CCOC=1C=C2C=C(NC2=CC1)C=O (5-(2-morpholin-4-yl-ethoxy)-1H-indole-2-carbaldehyde). Yields the product N1(CCOCC1)CCOC=1C=C2C=C(NC2=CC1)C=C1C(NC2=CC=CC(=C12)C1=CC=NC=C1)=O (3-[5-(2-Morpholin-4-yl-ethoxy)-1H-indol-2-ylmethylene]-4-pyridin-4-yl-1,3-dihydroindol-2-one). As a reaction SMILES: [N:1]1[CH:6]=[CH:5][C:4]([C:7]2[CH:15]=[CH:14][CH:13]=[C:12]3[C:8]=2[CH2:9][C:10](=[O:16])[NH:11]3)=[CH:3][CH:2]=1.[N:17]1([CH2:23][CH2:24][O:25][C:26]2[CH:27]=[C:28]3[C:32](=[CH:33][CH:34]=2)[NH:31][C:30]([CH:35]=O)=[CH:29]3)[CH2:22][CH2:21][O:20][CH2:19][CH2:18]1>>[N:17]1([CH2:23][CH2:24][O:25][C:26]2[CH:27]=[C:28]3[C:32](=[CH:33][CH:34]=2)[NH:31][C:30]([CH:35]=[C:9]2[C:8]4[C:12](=[CH:13][CH:14]=[CH:15][C:7]=4[C:4]4[CH:5]=[CH:6][N:1]=[CH:2][CH:3]=4)[NH:11][C:10]2=[O:16])=[CH:29]3)[CH2:18][CH2:19][O:20][CH2:21][CH2:22]1. Procedure: 4-Pyridin-4-yl-1,3-dihydroindol-2-one was condensed with (5-(2-morpholin-4-yl-ethoxy)-1H-indole-2-carbaldehyde to give the title compound.